Dataset: the Open Reaction Database (ORD), a public repository of structured organic reaction records. Task: describe an organic reaction: reactants, conditions, products, and yield Reactants: C(=O)([O-])[O-].[Na+].[Na+] (Na2CO3), B(F)(F)F.CCOCC (BF3 Et2O), C(C)[SiH](CC)CC (triethylsilane), C(C)OC(C(C(O)C1=CC=C(C=C1)OCC1=CC=CC=C1)(C)OC1=CC=C(C=C1)OC)=O (3-(4-Benzyloxyphenyl)-2-(4-methoxyphenoxy)-3-hydroxy-2-methylpropionic acid ethyl ester). Solvent: C(Cl)Cl (CH2Cl2). Conditions: time 2 hour. The product is C(C)OC(C(CC1=CC=C(C=C1)OCC1=CC=CC=C1)(C)OC1=CC=C(C=C1)OC)=O (3-(4-benzyloxyphenyl)-2-(4-methoxyphenoxy)-2-methylpropionic acid ethyl ester). Isolated yield 20.8%. RXN SMILES: [CH2:1]([O:3][C:4](=[O:32])[C:5]([O:23][C:24]1[CH:29]=[CH:28][C:27]([O:30][CH3:31])=[CH:26][CH:25]=1)([CH3:22])[CH:6]([C:8]1[CH:13]=[CH:12][C:11]([O:14][CH2:15][C:16]2[CH:21]=[CH:20][CH:19]=[CH:18][CH:17]=2)=[CH:10][CH:9]=1)O)[CH3:2].B(F)(F)F.CCOCC.C([SiH](CC)CC)C.C([O-])([O-])=O.[Na+].[Na+]>C(Cl)Cl>[CH2:1]([O:3][C:4](=[O:32])[C:5]([O:23][C:24]1[CH:29]=[CH:28][C:27]([O:30][CH3:31])=[CH:26][CH:25]=1)([CH3:22])[CH2:6][C:8]1[CH:9]=[CH:10][C:11]([O:14][CH2:15][C:16]2[CH:21]=[CH:20][CH:19]=[CH:18][CH:17]=2)=[CH:12][CH:13]=1)[CH3:2] |f:1.2,4.5.6|. Reported procedure: 3-(4-Benzyloxyphenyl)-2-(4-methoxyphenoxy)-3-hydroxy-2-methylpropionic acid ethyl ester (2.15 g, 4.9 mmol) in anhydrous CH2Cl2 (30 mL) was cooled to 0° C. and treated with BF3-Et2O (0.91 mL, 7.4 mmol, d=1.154) and triethylsilane (1.18 mL, 7.4 mmol, d=0.728). The mixture was stirred for 2 h, gradually warming to ambient temperature. Saturated aqueous Na2CO3 (15 mL) was added and the mixture was stirred vigorously. The solution was partitioned and the organic layer was washed twice with water and ... Reactants: COC1=CC=C(CONS(=O)(=O)C2=CC=C(C=C2)C)C=C1 (N-(p-methoxybenzyloxy)-p-toluenesulfonamide), [O-]CC.[Na+] (sodium ethoxide), BrCCCBr (1,3-dibromopropane). Solvent: C(C)O (ethanol). Run at temperature 70 celsius, time 1.5 hour. Product: BrCCCN(S(=O)(=O)C1=CC=C(C=C1)C)OCC1=CC=C(C=C1)OC (N-(3-bromopropyl)-N-(p-methoxybenzyloxy)-p-toluenesulfonamide). The yield is 87.8%. As a reaction SMILES: [CH3:1][O:2][C:3]1[CH:21]=[CH:20][C:6]([CH2:7][O:8][NH:9][S:10]([C:13]2[CH:18]=[CH:17][C:16]([CH3:19])=[CH:15][CH:14]=2)(=[O:12])=[O:11])=[CH:5][CH:4]=1.[O-]CC.[Na+].[Br:26][CH2:27][CH2:28][CH2:29]Br>C(O)C>[Br:26][CH2:27][CH2:28][CH2:29][N:9]([O:8][CH2:7][C:6]1[CH:5]=[CH:4][C:3]([O:2][CH3:1])=[CH:21][CH:20]=1)[S:10]([C:13]1[CH:18]=[CH:17][C:16]([CH3:19])=[CH:15][CH:14]=1)(=[O:11])=[O:12] |f:1.2|. Procedure details: N-(p-methoxybenzyloxy)-p-toluenesulfonamide (61.4 g) was added to a solution of sodium ethoxide in absolute ethanol (Na: 4.6 g, absolute C2H5OH: 540 ml) and stirred at 70° C. for 1.5 hours. After cooling at ambient temperature, 1,3-dibromopropane (121.2 g) was added to the mixture, and then the mixture was refluxed with stirring for 2 hours and filtered. The filtrate was concentrated under reduced pressure. To the residue was added a mixture of ethyl acetate and water, and the organic layer was ... The reactants are N1(CCCC1)CCCOC1=CC=C(C=C1)C1(CCOCC1)C#N (4-[4-(3-pyrrolidin-1-ylpropoxy)phenyl]tetrahydro-2H-pyran-4-carbonitrile), ClCCCN1[C@H](CC[C@@H]1C)C (1-(3-chloro-propyl)-2,5-trans-dimethyl-pyrrolidine), CN(C)C=O (DMF), C(=O)([O-])[O-].[K+].[K+] (K2CO3). The solvent is C(C)(=O)OCC (ethyl acetate). The product is CC1N(C(CC1)C)CCCOC1=CC=C(C=C1)C1(CCOCC1)C#N (4-{4-[3-(2,5-Dimethylpyrrolidin-1-yl)propoxy]phenyl}-tetra-hydropyran-4-carbonitrile). Yield: 41.1%. Reaction SMILES: N1(CCC[O:9][C:10]2[CH:15]=[CH:14][C:13]([C:16]3([C:22]#[N:23])[CH2:21][CH2:20][O:19][CH2:18][CH2:17]3)=[CH:12][CH:11]=2)CCCC1.Cl[CH2:25][CH2:26][CH2:27][N:28]1[C@@H:32]([CH3:33])[CH2:31][CH2:30][C@@H:29]1[CH3:34].CN(C=O)C.C([O-])([O-])=O.[K+].[K+]>C(OCC)(=O)C>[CH3:34][CH:29]1[CH2:30][CH2:31][CH:32]([CH3:33])[N:28]1[CH2:27][CH2:26][CH2:25][O:9][C:10]1[CH:15]=[CH:14][C:13]([C:16]2([C:22]#[N:23])[CH2:21][CH2:20][O:19][CH2:18][CH2:17]2)=[CH:12][CH:11]=1 |f:3.4.5|. Procedure details: 4-[4-(3-pyrrolidin-1-ylpropoxy)phenyl]tetrahydro-2H-pyran-4-carbonitrile (318 mg, 1.56 mmol), 1-(3-chloro-propyl)-2,5-trans-dimethyl-pyrrolidine (250 mg, 1.42 mmol), DMF (5 ml) and K2CO3 (785 mg, 5.70 mmol) were reacted together according to general procedure E. The crude was dissolved in ethyl acetate (20 ml), washed with brine (2×10 ml), dried over MgSO4, filtered and concentrated in vacuo to give the title compound (200 mg, 56%) as a light brown solid. 1H NMR (400 MHz, CDCl3), δ 7.37 (d, 2H),...